From a dataset of the Open Reaction Database (ORD), a public repository of structured organic reaction records. describe an organic reaction: reactants, conditions, products, and yield The reactants are C(C)(C)[N-]C(C)C.[Li+] (lithium diisopropyl amide), N1=C(C=CC=C1)C(=O)N (Picolinamide), ClC(=O)OC1=CC=CC=C1 (phenyl chloroformate). The solvent is C1CCOC1 (THF), C1CCOC1 (THF). Reaction conditions: temperature -10 celsius, time 15 minute. Yields the product N1=C(C=CC=C1)C(=O)NC(OC1=CC=CC=C1)=O (Phenyl picolinoylcarbamate). The yield is 16.9%. Reaction SMILES: [N:1]1[CH:6]=[CH:5][CH:4]=[CH:3][C:2]=1[C:7]([NH2:9])=[O:8].C([N-]C(C)C)(C)C.[Li+].Cl[C:19]([O:21][C:22]1[CH:27]=[CH:26][CH:25]=[CH:24][CH:23]=1)=[O:20]>C1COCC1>[N:1]1[CH:6]=[CH:5][CH:4]=[CH:3][C:2]=1[C:7]([NH:9][C:19](=[O:20])[O:21][C:22]1[CH:27]=[CH:26][CH:25]=[CH:24][CH:23]=1)=[O:8] |f:1.2|. Procedure details: Picolinamide (0.500 g, 16 mmol) was dissolved in THF (25 mL) and cooled to −10° C. To the solution, lithium diisopropyl amide (5.1 mL, 2.0 M in heptane/THF/ethyl benzene, 10 mmol) was added dropwise. The resulting mixture was stirred at −10° C. for 15 minutes then treated with phenyl chloroformate (1.69 mL, 12.3 mmol) in THF (5 mL). After 20 minutes the reaction was warmed to room temperature and stirred for 3 hours at which time the reaction was quenched with saturated aqueous ammonium chloride... Reactants: [N+](=O)([O-])C1=CC(=[N+](C=C1)[O-])C(F)(F)F (4-Nitro-2-trifluoromethyl-pyridine 1-oxide), BrC1=CC(=NC(=C1)C(F)(F)F)C (4-Bromo-2-methyl-6-trifluoromethyl-pyridine). Product: FC(C1=NC=CC(=C1)N1CCNCC1)(F)F (1-(2-Trifluoromethyl-pyridin-4-yl)-piperazine). As a reaction SMILES: [N+:1]([C:4]1[CH:9]=[CH:8][N+:7]([O-])=[C:6]([C:11]([F:14])([F:13])[F:12])[CH:5]=1)([O-])=O.BrC1[CH:21]=[C:20](C(F)(F)F)[N:19]=[C:18](C)[CH:17]=1>>[F:12][C:11]([F:14])([F:13])[C:6]1[CH:5]=[C:4]([N:1]2[CH2:21][CH2:20][NH:19][CH2:18][CH2:17]2)[CH:9]=[CH:8][N:7]=1. Procedure details: The compound can be prepared from 4-Nitro-2-trifluoromethyl-pyridine 1-oxide [147149-97-1] in analogy to the procedure used for the preparation of 4-Bromo-2-methyl-6-trifluoromethyl-pyridine [615579-78-1] (WO03087056). MS (m/e): 227 (M+H+, 100%) Reaction SMILES: [C:1]([O:2][C:3](=[O:4])[N:8]1[CH2:9][CH2:10][C:11]([c:14]2[c:15]([Cl:21])[cH:16][c:17]([Cl:20])[cH:18][cH:19]2)([C:22]#[N:23])[CH2:12][CH2:13]1)([CH3:5])([CH3:6])[CH3:7].[Cl:24][CH2:25][Cl:26].[OH:27][C:28]([C:29]([F:30])([F:31])[F:32])=[O:33]>>[NH:8]1[CH2:9][CH2:10][C:11]([c:14]2[c:15]([Cl:21])[cH:16][c:17]([Cl:20])[cH:18][cH:19]2)([C:22]#[N:23])[CH2:12][CH2:13]1. Product: N#CC1(c2ccc(Cl)cc2Cl)CCNCC1. Reactants: CC(C)(C)OC(=O)N1CCC(C#N)(c2ccc(Cl)cc2Cl)CC1, ClCCl, O=C(O)C(F)(F)F. Starting materials: C(C)(C)(C)OC(NC1(CCC1)C1=CC=C(C=C1)C1=NC2=CC=NC(=C2C=C1C1=CC=CC=C1)NNC(=O)C=1N=CN(C1)C)=O (tert-butyl{1-[4-(5-{2-[(1-methyl-1H-imidazol-4-yl)carbonyl]hydrazino}-3-phenyl-1,6-naphthyridin-2-yl)phenyl]cyclobutyl}carbamate), C(C)(=O)O (acetic acid), O1CCOCC1 (1,4-dioxane). The solvent is C(C)(=O)OCC (ethyl acetate). Conditions: temperature 80 celsius, time 3 hour. Yields the product CN1C=NC(=C1)C1=NN=C2C=3C=C(C(=NC3C=CN21)C2=CC=C(C=C2)C2(CCC2)NC(OC(C)(C)C)=O)C2=CC=CC=C2 (tert-butyl (1-{4-[3-(1-methyl-1H-imidazol-4-yl)-9-phenyl[1,2,4]triazolo[3,4-f]-1,6-naphthyridin-8-yl]phenyl}cyclobutyl)carbamate). Reaction SMILES: [C:1]([O:5][C:6](=[O:44])[NH:7][C:8]1([C:12]2[CH:17]=[CH:16][C:15]([C:18]3[C:27]([C:28]4[CH:33]=[CH:32][CH:31]=[CH:30][CH:29]=4)=[CH:26][C:25]4[C:20](=[CH:21][CH:22]=[N:23][C:24]=4[NH:34][NH:35][C:36]([C:38]4[N:39]=[CH:40][N:41]([CH3:43])[CH:42]=4)=O)[N:19]=3)=[CH:14][CH:13]=2)[CH2:11][CH2:10][CH2:9]1)([CH3:4])([CH3:3])[CH3:2].C(O)(=O)C.O1CCOCC1>C(OCC)(=O)C>[CH3:43][N:41]1[CH:42]=[C:38]([C:36]2[N:23]3[C:24]([C:25]4[CH:26]=[C:27]([C:28]5[CH:29]=[CH:30][CH:31]=[CH:32][CH:33]=5)[C:18]([C:15]5[CH:16]=[CH:17][C:12]([C:8]6([NH:7][C:6](=[O:44])[O:5][C:1]([CH3:4])([CH3:3])[CH3:2])[CH2:11][CH2:10][CH2:9]6)=[CH:13][CH:14]=5)=[N:19][C:20]=4[CH:21]=[CH:22]3)=[N:34][N:35]=2)[N:39]=[CH:40]1. Procedure: To a round bottom flask was added tert-butyl{1-[4-(5-{2-[(1-methyl-1H-imidazol-4-yl)carbonyl]hydrazino}-3-phenyl-1,6-naphthyridin-2-yl)phenyl]cyclobutyl}carbamate (1-7) (2.73 g, 4.63 mmol), acetic acid (5.30 mL, 93 mmol), and 1,4-dioxane (20 mL). The reaction mixture was heated to 80° C. while stirring open to the atmosphere (capped) in a hot oil bath. After 3 hours the reaction mixture was permitted to cool to room temperature, suspended in ethyl acetate, washed with a saturated solution of sod... Procedure: 2,3-Dihydro-1H-isoindole (543 mg) and 3-amino-3-methylbutanoic acid (700 mg) were dissolved in N,N-dimethylformamide (30 ml). N-(3-Dimethylaminopropyl)-N′-ethylcarbodiimide hydrochloride (876 mg) and hydroxybenzotriazole (698 mg) were added thereto at 0° C., and then the mixture was stirred overnight at room temperature. The reaction mixture was concentrated under reduced pressure, and water and ethyl acetate were added to the residue. The organic phase was separated, and the aqueous phase was a... Conditions: temperature 0 celsius, time 8 hour. The solvent is CN(C=O)C (N,N-dimethylformamide). As a reaction SMILES: [CH2:1]1[C:9]2[C:4](=[CH:5][CH:6]=[CH:7][CH:8]=2)[CH2:3][NH:2]1.[NH2:10][C:11]([CH3:17])([CH3:16])[CH2:12][C:13](O)=[O:14].Cl.CN(C)CCCN=C=NCC.OC1C2N=NNC=2C=CC=1>CN(C)C=O>[NH2:10][C:11]([CH3:17])([CH3:16])[CH2:12][C:13]([N:2]1[CH2:3][C:4]2[C:9](=[CH:8][CH:7]=[CH:6][CH:5]=2)[CH2:1]1)=[O:14] |f:2.3|. Yield: 60.3%. Reactants: C1NCC2=CC=CC=C12 (2,3-Dihydro-1H-isoindole), NC(CC(=O)O)(C)C (3-amino-3-methylbutanoic acid), Cl.CN(CCCN=C=NCC)C (N-(3-Dimethylaminopropyl)-N′-ethylcarbodiimide hydrochloride), OC1=CC=CC=2NN=NC21 (hydroxybenzotriazole). Yields the product NC(CC(=O)N1CC2=CC=CC=C2C1)(C)C (3-Amino-1-(1,3-dihydroisoindol-2-yl)-3-methylbutan-1-one). Reactants: C1=COCCC1, ClCCl, [Na+], O=C([O-])O, CC(C)CC(=NO)C(=O)O. The product is CC(C)CC(=NOC1CCCCO1)C(=O)O. As a reaction SMILES: [CH2:1]1[CH2:2][O:3][CH:4]=[CH:5][CH2:6]1.[Cl:22][CH2:23][Cl:24].[Na+:21].[O-:17][C:18]([OH:19])=[O:20].[OH:7][N:8]=[C:9]([C:10](=[O:11])[OH:12])[CH2:13][CH:14]([CH3:15])[CH3:16]>>[CH2:1]1[CH2:2][O:3][CH:4]([O:7][N:8]=[C:9]([C:10](=[O:11])[OH:12])[CH2:13][CH:14]([CH3:15])[CH3:16])[CH2:5][CH2:6]1. The reactants are BrC=1SC(=C(N1)C(NC=1C=NN(C1[C@H]1OC[C@@H]([C@@H](CC1)NC(=O)OC(C)(C)C)F)C)=O)NC(OC(C)(C)C)=O (tert-butyl N-[2-bromo-4-[[5-[(2S,5R,6R)-5-(tert-butoxycarbonylamino)-6-fluoro-oxepan-2-yl]-1-methyl-pyrazol-4-yl]carbamoyl]thiazol-5-yl]carbamate), BrC=1SC(=C(N1)C(NC=1C=NN(C1[C@H]1OC[C@@H]([C@@H](CC1)NC(=O)OC(C)(C)C)F)C)=O)NC(OC(C)(C)C)=O (tert-butyl N-[2-bromo-4-[[5-[(2S,5R,6R)-5-(tert-butoxycarbonylamino)-6-fluoro-oxepan-2-yl]-1-methyl-pyrazol-4-yl]carbamoyl]thiazol-5-yl]carbamate), FC1=C(C(=CC=C1)C)B(O)O ((2-fluoro-6-methylphenyl)boronic acid). Product: NC1=C(N=C(S1)C1=C(C=CC=C1C)F)C(=O)NC=1C=NN(C1[C@H]1OC[C@@H]([C@@H](CC1)N)F)C (5-amino-N-(5-((2S,5R,6R)-5-amino-6-fluorooxepan-2-yl)-1-methyl-1H-pyrazol-4-yl)-2-(2-fluoro-6-methylphenyl)thiazole-4-carboxamide). Reaction SMILES: Br[C:2]1[S:3][C:4]([NH:32]C(=O)OC(C)(C)C)=[C:5]([C:7](=[O:31])[NH:8][C:9]2[CH:10]=[N:11][N:12]([CH3:30])[C:13]=2[C@@H:14]2[CH2:20][CH2:19][C@@H:18]([NH:21]C(OC(C)(C)C)=O)[C@@H:17]([F:29])[CH2:16][O:15]2)[N:6]=1.[F:40][C:41]1[CH:46]=[CH:45][CH:44]=[C:43]([CH3:47])[C:42]=1B(O)O>>[NH2:32][C:4]1[S:3][C:2]([C:42]2[C:43]([CH3:47])=[CH:44][CH:45]=[CH:46][C:41]=2[F:40])=[N:6][C:5]=1[C:7]([NH:8][C:9]1[CH:10]=[N:11][N:12]([CH3:30])[C:13]=1[C@@H:14]1[CH2:20][CH2:19][C@@H:18]([NH2:21])[C@@H:17]([F:29])[CH2:16][O:15]1)=[O:31]. Reported procedure: Following the procedure for Example 101 starting from tert-butyl N-[2-bromo-4-[[5-[(2S,5R,6R)-5-(tert-butoxycarbonylamino)-6-fluoro-oxepan-2-yl]-1-methyl-pyrazol-4-yl]carbamoyl]thiazol-5-yl]carbamate (Intermediate 88), and replacing 3,6-dihydro-2H-pyran-4-boronic acid pinacol ester with (2-fluoro-6-methylphenyl)boronic acid gave 273. 1H NMR (400 MHz, DMSO-d6) δ 9.19 (s, 1H), 7.74 (s, 1H), 7.45-7.33 (m, 3H), 7.26-7.14 (m, 2H), 5.02-4.77 (m, 2H), 4.10-3.85 (m, 2H), 3.75 (s, 3H), 3.37 (s, 3H), 2.15...